This data is from the Open Reaction Database (ORD), a public repository of structured organic reaction records. The task is: describe an organic reaction: reactants, conditions, products, and yield Isolated yield 74.0%. As a reaction SMILES: C(OC(=O)[NH:7][C:8]1[CH:13]=[C:12](OCC(F)(F)F)[C:11]([C:20]([F:23])([F:22])[F:21])=[CH:10][C:9]=1[NH:24][C:25](=[O:45])[CH2:26][C:27](=O)[C:28]1[CH:33]=[CH:32][CH:31]=[C:30]([C:34]2[CH:39]=[CH:38][N:37]=[C:36]([C:40]([F:43])([F:42])[F:41])[CH:35]=2)[CH:29]=1)(C)(C)C.[C:47](O)([C:49]([F:52])([F:51])[F:50])=[O:48]>C(Cl)Cl>[F:50][C:49]([F:52])([F:51])[CH2:47][O:48][C:12]1[C:11]([C:20]([F:21])([F:23])[F:22])=[CH:10][C:9]2[NH:24][C:25](=[O:45])[CH2:26][C:27]([C:28]3[CH:33]=[CH:32][CH:31]=[C:30]([C:34]4[CH:39]=[CH:38][N:37]=[C:36]([C:40]([F:41])([F:42])[F:43])[CH:35]=4)[CH:29]=3)=[N:7][C:8]=2[CH:13]=1. The solvent is C(Cl)Cl (CH2Cl2). Product: FC(COC1=CC2=C(NC(CC(=N2)C2=CC(=CC=C2)C2=CC(=NC=C2)C(F)(F)F)=O)C=C1C(F)(F)F)(F)F (7-(2,2,2-Trifluoro-ethoxy)-8-trifluoromethyl-4-[3-(2-trifluoromethyl-pyridin-4-yl)-phenyl]-1,3-dihydro-benzo[b][1,4]diazepin-2-one), solid. Starting materials: C(C)(C)(C)OC(NC1=C(C=C(C(=C1)OCC(F)(F)F)C(F)(F)F)NC(CC(C1=CC(=CC=C1)C1=CC(=NC=C1)C(F)(F)F)=O)=O)=O ([2-{3-oxo-3-[3-(2-trifluoromethyl-pyridin-4-yl)-phenyl]-propionylamino}-5-(2,2,2-trifluoro-ethoxy)-4-trifluoromethyl-phenyl]-carbamic acid tert-butyl ester), C(=O)(C(F)(F)F)O (TFA). Procedure details: The title compound was prepared from [2-{3-oxo-3-[3-(2-trifluoromethyl-pyridin-4-yl)-phenyl]-propionylamino}-5-(2,2,2-trifluoro-ethoxy)-4-trifluoromethyl-phenyl]-carbamic acid tert-butyl ester (Example M247) (0.43 g, 0.65 mmol) by treatment with TFA in CH2Cl2 according to the general procedure N. Obtained as a light brown solid (260 mg, 74%). The reactants are CCCC(=O)Nc1cc(Oc2ccc([N+](=O)[O-])cc2)ccn1, CCO, CN(C)C=O, [Cl-], [Fe], [NH4+], O. RXN SMILES: [C:1]([CH2:2][CH2:3][CH3:4])(=[O:5])[NH:6][c:7]1[n:8][cH:9][cH:10][c:11]([O:13][c:14]2[cH:15][cH:16][c:17]([N+:20]([O-:21])=[O:22])[cH:18][cH:19]2)[cH:12]1.[CH3:25][CH2:26][OH:27].[CH3:28][N:29]([CH3:30])[CH:31]=[O:32].[Cl-:23].[Fe:33].[NH4+:24].[OH2:34]>>[C:1]([CH2:2][CH2:3][CH3:4])(=[O:5])[NH:6][c:7]1[n:8][cH:9][cH:10][c:11]([O:13][c:14]2[cH:15][cH:16][c:17]([NH2:20])[cH:18][cH:19]2)[cH:12]1. Product: CCCC(=O)Nc1cc(Oc2ccc(N)cc2)ccn1.